This data is from the Open Reaction Database (ORD), a public repository of structured organic reaction records. The task is: describe an organic reaction: reactants, conditions, products, and yield Starting materials: COC(C1=C(C=CC=C1)CN1CCOCC1)=O (2-(morpholin-4-ylmethyl)-benzoic acid methyl ester), NN (hydrazine), FC(C=1C=C(C=O)C=CC1)(F)F (3-trifluoromethyl-benzaldehyde). Reaction SMILES: CO[C:3](=[O:17])[C:4]1[CH:9]=[CH:8][CH:7]=[CH:6][C:5]=1[CH2:10][N:11]1[CH2:16][CH2:15][O:14][CH2:13][CH2:12]1.[NH2:18][NH2:19].[F:20][C:21]([F:31])([F:30])[C:22]1[CH:23]=[C:24]([CH:27]=[CH:28][CH:29]=1)[CH:25]=O>>[F:20][C:21]([F:31])([F:30])[C:22]1[CH:23]=[C:24]([CH:27]=[CH:28][CH:29]=1)[CH:25]=[N:18][NH:19][C:3](=[O:17])[C:4]1[CH:9]=[CH:8][CH:7]=[CH:6][C:5]=1[CH2:10][N:11]1[CH2:12][CH2:13][O:14][CH2:15][CH2:16]1. The product is FC(C=1C=C(C=NNC(C2=C(C=CC=C2)CN2CCOCC2)=O)C=CC1)(F)F (2-(Morpholin-4-ylmethyl)-benzoic acid (3-trifluoromethyl-benzylidene)hydrazide). Procedure details: A solution of N-bromosuccinimide, dibromomethane (3.56 g, 20 mmol) and methyl-2-methylbenzoate (3.04 g, 20 mmol) in 30 mL CHCl3 was refluxed for 4 h. The solvent was evaporated and the residue was purified by column chromatography, with EtOAc:hexanes, 1:5, as eluant, yielding (3.496 g, 76%) of 2-bromomethyl-benzoic acid methyl ester. A solution of 2-bromomethyl-benzoic acid methyl ester (368 mg, 2 mmol) and morpholine (174 mg, 2.0 mmol) in 8 mL DMF with 1 mL HCl (2 N) was refluxed overnight. The... Starting materials: CC(C(CC#N)=O)(C)C (4,4-dimethyl-3-oxopentanenitrile), OCCNN (2-hydroxyethyl hydrazine). Run in CCO (EtOH). The product is NC1=CC(=NN1CCO)C(C)(C)C (2-(5-amino-3-tert-butyl-1H-pyrazol-1-yl)ethanol). As a reaction SMILES: [CH3:1][C:2]([CH3:9])([CH3:8])[C:3](=O)[CH2:4][C:5]#[N:6].[OH:10][CH2:11][CH2:12][NH:13][NH2:14]>CCO>[NH2:6][C:5]1[N:13]([CH2:12][CH2:11][OH:10])[N:14]=[C:3]([C:2]([CH3:9])([CH3:8])[CH3:1])[CH:4]=1. Reported procedure: A solution of 4,4-dimethyl-3-oxopentanenitrile (125 mg, 1.0 mmol) and 2-hydroxyethyl hydrazine (75 mg, 1.0 mmol) in EtOH was heated to 100° C. for 18 hours. The reaction mixture was concentrated under reduced pressure and the crude product was purified by flash chromatography (SiO2, 0% to 10% MeOH containing 1% NH4OH/CH2Cl2) to afford the desired amino-pyrazole. The reactants are CN1CC2=C(NC=3C=CC(=CC23)C)CC1C (2,3,8-trimethyl-2,3,4,5-tetrahydro-1H-pyrido[4,3-b]indole), [OH-].[K+] (KOH), O (water), FC(C1=NC=C(C=C1)C=C)(F)F (2-Trifluoromethyl-5-vinyl pyridine). Solvent: CN1C(CCC1)=O (N-methyl-2-pyrolidone). Conditions: time 10 minute. Product: CN1CC2=C(N(C=3C=CC(=CC23)C)CCC=2C=NC(=CC2)C(F)(F)F)CC1C (2,3,8-trimethyl-5-(2-(6-(trifluoromethyl)pyridin-3-yl)ethyl)-2,3,4,5-tetrahydro-1H-pyrido[4,3-b]indole). The yield is 5.5%. RXN SMILES: [CH3:1][N:2]1[CH:15]([CH3:16])[CH2:14][C:5]2[NH:6][C:7]3[CH:8]=[CH:9][C:10]([CH3:13])=[CH:11][C:12]=3[C:4]=2[CH2:3]1.[OH-].[K+].[F:19][C:20]([F:30])([F:29])[C:21]1[CH:26]=[CH:25][C:24]([CH:27]=[CH2:28])=[CH:23][N:22]=1.O>CN1CCCC1=O>[CH3:1][N:2]1[CH:15]([CH3:16])[CH2:14][C:5]2[N:6]([CH2:28][CH2:27][C:24]3[CH:23]=[N:22][C:21]([C:20]([F:30])([F:19])[F:29])=[CH:26][CH:25]=3)[C:7]3[CH:8]=[CH:9][C:10]([CH3:13])=[CH:11][C:12]=3[C:4]=2[CH2:3]1 |f:1.2|. Procedure: To a solution of 2,3,8-trimethyl-2,3,4,5-tetrahydro-1H-pyrido[4,3-b]indole (200 mg, 0.935 mmol) in N-methyl-2-pyrolidone (2.5 mL) was added powdered KOH (463 mg, 8.27 mmol) and stirred for 10 min at RT. 2-Trifluoromethyl-5-vinyl pyridine (300 mg, 1.73 mmol) was added and stirred further for 4 h at RT. The reaction was monitored by TLC. After completion of reaction, water (10 mL) was added to the mixture, which was then filtered. Water was added to the filtrate, which was then extracted with EtOA... Reactants: N1(N=NC=C1)CCCCC1=CC=C(C=C1)O (4-(4-[1,2,3]triazol-1-yl-butyl)-phenol), C([O-])([O-])=O.[Cs+].[Cs+] (cesium carbonate), ClCC=1N=C(OC1)C=CC1=CC=C(C=C1)S(=O)C(F)(F)F (4-chloromethyl-2-[2-(4-trifluoromethanesulfinyl-phenyl)-vinyl]-oxazole), [I-].[K+] (potassium iodide). Run in ClCCl.CO (dichloromethane methanol), CC(CC)=O (butanone). Run at temperature 60 celsius, time 30 minute. Yields the product FC(S(=O)C1=CC=C(C=C1)/C=C/C=1OC=C(N1)COC1=CC=C(C=C1)CCCCN1N=NC=C1)(F)F (1-[4-(4-{2-[(E)-2-(-4-Trifluoromethanesulfinyl-phenyl)-vinyl]-oxazol-4-ylmethoxy}-phenyl)-butyl]-1H-[1,2,3]triazole). Yield: 72.3%. Reaction SMILES: [N:1]1([CH2:6][CH2:7][CH2:8][CH2:9][C:10]2[CH:15]=[CH:14][C:13]([OH:16])=[CH:12][CH:11]=2)[CH:5]=[CH:4][N:3]=[N:2]1.C(=O)([O-])[O-].[Cs+].[Cs+].Cl[CH2:24][C:25]1[N:26]=[C:27]([CH:30]=[CH:31][C:32]2[CH:37]=[CH:36][C:35]([S:38]([C:40]([F:43])([F:42])[F:41])=[O:39])=[CH:34][CH:33]=2)[O:28][CH:29]=1.[I-].[K+]>CC(=O)CC.ClCCl.CO>[F:43][C:40]([F:41])([F:42])[S:38]([C:35]1[CH:36]=[CH:37][C:32](/[CH:31]=[CH:30]/[C:27]2[O:28][CH:29]=[C:25]([CH2:24][O:16][C:13]3[CH:12]=[CH:11][C:10]([CH2:9][CH2:8][CH2:7][CH2:6][N:1]4[CH:5]=[CH:4][N:3]=[N:2]4)=[CH:15][CH:14]=3)[N:26]=2)=[CH:33][CH:34]=1)=[O:39] |f:1.2.3,5.6,8.9|. Procedure details: A mixture of 0.815 g (3.75 mmol) 4-(4-[1,2,3]triazol-1-yl-butyl)-phenol and 0.815 g (2.50 mmol) cesium carbonate in 15 ml butanone was stirred at 60° C. for 30 min, then 1.40 g (4.17 mmol) 4-chloromethyl-2-[2-(4-trifluoromethanesulfinyl-phenyl)-vinyl]-oxazole and 0.692 g (4.17 mmol) potassium iodide were added and stirring at 60° C. continued for 40 hours. After evaporation, 50 ml water was added and the mixture extracted with two portions of 50 ml ethyl acetate. The combined organic layers were... The yield is 75.0%. RXN SMILES: [CH3:1][N:2]1[CH2:7][CH2:6][N:5]([CH2:8][C:9]2[CH:17]=[CH:16][C:12]([C:13]([OH:15])=O)=[CH:11][CH:10]=2)[CH2:4][CH2:3]1.C1(N=C=NC2CCCCC2)CCCCC1.[NH2:33][C:34]1[CH:35]=[C:36]([NH:41][C:42]2[N:47]=[C:46]([C:48]3[CH:49]=[N:50][CH:51]=[CH:52][CH:53]=3)[CH:45]=[CH:44][N:43]=2)[C:37]([CH3:40])=[N:38][CH:39]=1>C(Cl)Cl>[CH3:1][N:2]1[CH2:3][CH2:4][N:5]([CH2:8][C:9]2[CH:10]=[CH:11][C:12]([C:13]([NH:33][C:34]3[CH:39]=[N:38][C:37]([CH3:40])=[C:36]([NH:41][C:42]4[N:47]=[C:46]([C:48]5[CH:49]=[N:50][CH:51]=[CH:52][CH:53]=5)[CH:45]=[CH:44][N:43]=4)[CH:35]=3)=[O:15])=[CH:16][CH:17]=2)[CH2:6][CH2:7]1. Reaction conditions: time 8 hour. Procedure: To a flask was added 4-((4-methylpiperazin-1-yl)methyl)benzoic acid (3.2 g), dicyclohexylcarbodiimide (3.0 g), N-(5-amino-2-methylpyridin-3-yl)-4-(3-pyridyl)pyrimidin-2-amine (3.0 g) and CH2Cl2 (100 mL) and the reaction mixture was stirred at room temperature overnight. The reaction mixture was filtrated and the filtrate was washed with water (100 mL×2), dried, filtrated, concentrated, and purified through column chromatography to give 4-[(4-methylpiperazin-1-yl)methyl]-N-{6-methyl-5-[(4-(pyrid-... The reactants are CN1CCN(CC1)CC1=CC=C(C(=O)O)C=C1 (4-((4-methylpiperazin-1-yl)methyl)benzoic acid), C1(CCCCC1)N=C=NC1CCCCC1 (dicyclohexylcarbodiimide), NC=1C=C(C(=NC1)C)NC1=NC=CC(=N1)C=1C=NC=CC1 (N-(5-amino-2-methylpyridin-3-yl)-4-(3-pyridyl)pyrimidin-2-amine). Run in C(Cl)Cl (CH2Cl2). Product: CN1CCN(CC1)CC1=CC=C(C(=O)NC=2C=NC(=C(C2)NC2=NC=CC(=N2)C=2C=NC=CC2)C)C=C1 (4-[(4-methylpiperazin-1-yl)methyl]-N-{6-methyl-5-[(4-(pyrid-3-yl)pyrimid-2-yl)amino]pyrid-3-yl}benzamide). The reactants are O=C([O-])[O-], COC1OC(c2cn[nH]n2)C2OC(C)(C)OC12, CC(C)=O, CCI, [K+], [K+]. Product: CCn1ncc(C2OC(OC)C3OC(C)(C)OC23)n1. As a reaction SMILES: [C:18](=[O:19])([O-:20])[O-:21].[CH3:1][O:2][CH:3]1[O:4][CH:5]([c:13]2[n:14][nH:15][n:16][cH:17]2)[CH:6]2[CH:7]1[O:8][C:9]([CH3:11])([CH3:12])[O:10]2.[CH3:27][C:28](=[O:29])[CH3:30].[I:24][CH2:25][CH3:26].[K+:22].[K+:23]>>[CH3:1][O:2][CH:3]1[O:4][CH:5]([c:13]2[n:14][n:15]([CH2:25][CH3:26])[n:16][cH:17]2)[CH:6]2[CH:7]1[O:8][C:9]([CH3:11])([CH3:12])[O:10]2. Starting materials: N (ammonia), N(=O)[O-].[Na+] (Sodium nitrite), aqueous solution, C(C1=CC=CC=C1)NC1CCC2=C(C=C1)C=C(C=C2)N (N7 -benzyl-6,7-dihydro-5H-benzocycloheptene-2,7-diamine). Solvent: O (water), S(O)(O)(=O)=O (sulfuric acid), S(O)(O)(=O)=O (sulfuric acid). Reaction conditions: time 30 minute. Product: C(C1=CC=CC=C1)NC1CCC2=C(C=C1)C=C(C=C2)O (7-benzylamino-6,7-dihydro-5H-benzocyclohepten-2-ol). Isolated yield 77.2%. Reaction SMILES: N([O-])=[O:2].[Na+].[CH2:5]([NH:12][CH:13]1[CH:19]=[CH:18][C:17]2[CH:20]=[C:21](N)[CH:22]=[CH:23][C:16]=2[CH2:15][CH2:14]1)[C:6]1[CH:11]=[CH:10][CH:9]=[CH:8][CH:7]=1.N>S(=O)(=O)(O)O.O>[CH2:5]([NH:12][CH:13]1[CH:19]=[CH:18][C:17]2[CH:20]=[C:21]([OH:2])[CH:22]=[CH:23][C:16]=2[CH2:15][CH2:14]1)[C:6]1[CH:11]=[CH:10][CH:9]=[CH:8][CH:7]=1 |f:0.1|. Procedure: Sodium nitrite (609 mg) aqueous solution (6 ml) was added dropwise to a stirred suspension of N7 -benzyl-6,7-dihydro-5H-benzocycloheptene-2,7-diamine (2.22 g) in 6N sulfuric acid (22 ml) under ice cooling over 15 minutes and the resulting solution was stirred at the same temperature for 30 minutes. The solution was added dropwise to a stirred solution of sulfuric acid (3 ml) in water (15 ml) at 75° C. over 15 minutes. The resulting mixture was stirred at the same temperature for 30 minutes, cool...